This data is from the Open Reaction Database (ORD), a public repository of structured organic reaction records. The task is: describe an organic reaction: reactants, conditions, products, and yield The reactants are C(C=C)(=O)OCCCC (butyl acrylate), C(C=C)(=O)O (acrylic acid), C(C=C)(=O)OCCO (2-hydroxyethyl acrylate), 2,2-azobisisobutyronitrile. The solvent is C(C)(=O)OCC (ethyl acetate). Yields the product C(C=C)(=O)[O-] (acrylate), C(C=C)(=O)OCCCC (butyl acrylate), C(C=C)(=O)O (acrylic acid), C(C=C)(=O)OCCO (2-hydroxyethyl acrylate). RXN SMILES: [C:1]([O:5][CH2:6][CH2:7][CH2:8][CH3:9])(=[O:4])[CH:2]=[CH2:3].[C:10]([OH:14])(=[O:13])[CH:11]=[CH2:12].[C:15]([O:19][CH2:20][CH2:21][OH:22])(=[O:18])[CH:16]=[CH2:17]>C(OCC)(=O)C>[C:1]([O-:5])(=[O:4])[CH:2]=[CH2:3].[C:1]([O:5][CH2:6][CH2:7][CH2:8][CH3:9])(=[O:4])[CH:2]=[CH2:3].[C:10]([OH:14])(=[O:13])[CH:11]=[CH2:12].[C:15]([O:19][CH2:20][CH2:21][OH:22])(=[O:18])[CH:16]=[CH2:17]. Procedure: 100 parts by weight of butyl acrylate, 5 parts by weight of acrylic acid, 0.075 parts by weight of 2-hydroxyethyl acrylate, 0.3 parts by weight of 2,2-azobisisobutyronitrile, and ethyl acetate were added to a reactor vessel equipped with a cooling tube, a nitrogen introducing tube, a thermometer, and a stirrer so that a solution was formed. While nitrogen gas was blown into the solution, the solution was then subjected to a polymerization reaction at 60° C. for 4 hours to give an acrylate copoly... Reactants: ice water, Cl (HCl), FC(OC=1C=C(C=CC1)[N+](=O)[O-])(F)F (3-trifluoromethoxy nitrobenzene), [I-].C[N+](N)(C)C (trimethylhydrazinium iodide), CC(C)(C)[O-].[K+] (KOt-Bu). Run in CS(=O)C (DMSO). Run at temperature 0 celsius, time 4 hour. Product: [N+](=O)([O-])C1=C(C(=CC=C1)OC(F)(F)F)N (2-nitro-6-trifluoromethoxy-phenylamine). RXN SMILES: [F:1][C:2]([F:14])([F:13])[O:3][C:4]1[CH:5]=[C:6]([N+:10]([O-:12])=[O:11])[CH:7]=[CH:8][CH:9]=1.[I-].C[N+:17](C)(C)N.CC([O-])(C)C.[K+].Cl>CS(C)=O>[N+:10]([C:6]1[CH:7]=[CH:8][CH:9]=[C:4]([O:3][C:2]([F:13])([F:14])[F:1])[C:5]=1[NH2:17])([O-:12])=[O:11] |f:1.2,3.4|. Procedure details: To a solution of 3-trifluoromethoxy nitrobenzene (4.0 g, 20 mmol) in DMSO (60 ml), trimethylhydrazinium iodide (4.4 g, 22 mmol) is added and cooled to 0° C. KOt-Bu is added in portions. After stirring for 4 h at 25° C., ice water is added, pH is adjusted to 2-3 with HCl solution, the mixture extracted with EtOAc and washed with brine, followed by drying (Na2SO4) and evaporation of the solvent. Chromatography (silica gel, CH2Cl2/hexane=1:1) gave 2-nitro-6-trifluoromethoxy-phenylamine. Starting materials: Brc1cnc2c(c1)NCCO2, O=C([O-])[O-], OB(O)c1ccccc1C(F)(F)F, [K+], [K+], O. The product is FC(F)(F)c1ccccc1-c1cnc2c(c1)NCCO2. Reaction SMILES: [Br:1][c:2]1[cH:3][c:4]2[c:5]([n:10][cH:11]1)[O:6][CH2:7][CH2:8][NH:9]2.[C:25](=[O:26])([O-:27])[O-:28].[F:12][C:13]([c:14]1[c:15]([B:20]([OH:21])[OH:22])[cH:16][cH:17][cH:18][cH:19]1)([F:23])[F:24].[K+:29].[K+:30].[OH2:31]>>[c:2]1(-[c:15]2[c:14]([C:13]([F:12])([F:23])[F:24])[cH:19][cH:18][cH:17][cH:16]2)[cH:3][c:4]2[c:5]([n:10][cH:11]1)[O:6][CH2:7][CH2:8][NH:9]2. The reactants are C(=O)NC1=CC=CC=C1.[K] (potassium formanilide), 31.8, C(=O)NC1=CC=CC=C1.[K] (potassium formanilide), [N+](=O)([O-])C1=CC=C(C=C1)Cl (para-nitrochlorobenzene), C(=O)NC1=CC=CC=C1 (formanilide), O (water). The yield is 92.0%. Procedure details: The highest yields at minimum reaction temperature are attained from essentially anhydrous potassium formanilide, but small amounts of water have little effect. From a reaction mixture of 31.8 parts by weight (0.2 mole) of dry potassium formanilide, 24.2 parts by weight (0.154 mole) of para-nitrochlorobenzene, 9.3 parts by weight (0.077 mole) of formanilide and 25 parts by weight of xylene there is obtained after heating at 137°-149° C. for about 125 minutes a 92% yield of 4-nitrodiphenylamine a... Yields the product C1=CC=C(C=C1)NC2=CC=C(C=C2)[N+](=O)[O-] (4-nitrodiphenylamine). As a reaction SMILES: C([NH:3][C:4]1[CH:9]=[CH:8][CH:7]=[CH:6][CH:5]=1)=O.[K].O.[N+:12]([C:15]1[CH:20]=[CH:19][C:18](Cl)=[CH:17][CH:16]=1)([O-:14])=[O:13].C(NC1C=CC=CC=1)=O>C1(C)C(C)=CC=CC=1>[CH:7]1[CH:8]=[CH:9][C:4]([NH:3][C:18]2[CH:19]=[CH:20][C:15]([N+:12]([O-:14])=[O:13])=[CH:16][CH:17]=2)=[CH:5][CH:6]=1 |f:0.1,^1:9|. Solvent: C=1(C(=CC=CC1)C)C (xylene). Reactants: O=C(Cl)OCC(Cl)(Cl)Cl, COC(=O)c1ccc(N)o1, C1CCOC1, O, c1ccncc1. Yields the product COC(=O)c1ccc(NC(=O)OCC(Cl)(Cl)Cl)o1. As a reaction SMILES: [Cl:17][C:18](=[O:19])[O:20][CH2:21][C:22]([Cl:23])([Cl:24])[Cl:25].[NH2:1][c:2]1[cH:3][cH:4][c:5]([C:7](=[O:8])[O:9][CH3:10])[o:6]1.[O:27]1[CH2:28][CH2:29][CH2:30][CH2:31]1.[OH2:26].[cH:11]1[cH:12][cH:13][n:14][cH:15][cH:16]1>>[NH:1]([c:2]1[cH:3][cH:4][c:5]([C:7](=[O:8])[O:9][CH3:10])[o:6]1)[C:18](=[O:19])[O:20][CH2:21][C:22]([Cl:23])([Cl:24])[Cl:25]. The product is N1CC(CC2=CC=CC=C12)CO ((1,2,3,4-Tetrahydro-quinolin-3-yl)-methanol). Solvent: CCOCC (Et2O), CCOCC (Et2O). Procedure: To a stirred solution of the 1,2,3,4-Tetrahydro-quinoline-3-carboxylic acid methyl ester (93 mg, 0.49 mmol) in 1.5 mL of Et2O at 0° C. under nitrogen was added LiAIH4 (1M in Et2O) dropwise with vigorous gas evolution and a white precipitate formation. After 30 min., the reaction was carefully quenched with 15% NaOH (3 mL) and 3 mL of Et2O was added and the mixture stirred rapidly at RT for 15 min. The layers were separated and the aqueous layer extracted (1×10 mL) with Et2O. The organics were co... Reaction conditions: time 30 minute. The reactants are COC(=O)C1CNC2=CC=CC=C2C1 (1,2,3,4-Tetrahydro-quinoline-3-carboxylic acid methyl ester). RXN SMILES: C[O:2][C:3]([CH:5]1[CH2:14][C:13]2[C:8](=[CH:9][CH:10]=[CH:11][CH:12]=2)[NH:7][CH2:6]1)=O>CCOCC>[NH:7]1[C:8]2[C:13](=[CH:12][CH:11]=[CH:10][CH:9]=2)[CH2:14][CH:5]([CH2:3][OH:2])[CH2:6]1. Starting materials: CCO, Fc1ccc(N=C=S)c(-c2ccccc2)c1, N. Yields the product NC(=S)Nc1ccc(F)cc1-c1ccccc1. Reaction SMILES: [CH3:18][CH2:19][OH:20].[F:1][c:2]1[cH:3][cH:4][c:5]([N:14]=[C:15]=[S:16])[c:6](-[c:8]2[cH:9][cH:10][cH:11][cH:12][cH:13]2)[cH:7]1.[NH3:17]>>[F:1][c:2]1[cH:3][cH:4][c:5]([NH:14][C:15](=[S:16])[NH2:17])[c:6](-[c:8]2[cH:9][cH:10][cH:11][cH:12][cH:13]2)[cH:7]1. Starting materials: CC(C)(C)OC(=O)NC(C=O)Cc1ccc2ccccc2c1, [BH3-]C#N, O=C([O-])O, CNC(=O)C(N)Cc1ccccc1, CO, CC(=O)O, [Na+], [Na+], O. Product: CNC(=O)C(Cc1ccccc1)NCC(Cc1ccc2ccccc2c1)NC(=O)OC(C)(C)C. As a reaction SMILES: [C:14]([CH3:15])([CH3:16])([CH3:17])[O:18][C:19]([NH:20][CH:21]([CH2:22][c:23]1[cH:24][c:25]2[cH:26][cH:27][cH:28][cH:29][c:30]2[cH:31][cH:32]1)[CH:33]=[O:34])=[O:35].[C:36]([BH3-:37])#[N:38].[C:40](=[O:41])([O-:42])[OH:43].[CH3:1][NH:2][C:3]([CH:4]([NH2:5])[CH2:6][c:7]1[cH:8][cH:9][cH:10][cH:11][cH:12]1)=[O:13].[CH3:45][OH:46].[CH3:48][C:49](=[O:50])[OH:51].[Na+:39].[Na+:44].[OH2:47]>>[CH3:1][NH:2][C:3]([CH:4]([NH:5][CH2:33][CH:21]([NH:20][C:19]([O:18][C:14]([CH3:15])([CH3:16])[CH3:17])=[O:35])[CH2:22][c:23]1[cH:24][c:25]2[cH:26][cH:27][cH:28][cH:29][c:30]2[cH:31][cH:32]1)[CH2:6][c:7]1[cH:8][cH:9][cH:10][cH:11][cH:12]1)=[O:13]. Reactants: CC(C)(C)OC(=O)NCCCN(CCCNCc1c2ccccc2cc2ccccc12)C(=O)OC(C)(C)C, CCBr, CC#N, [K+], [K+], O=C([O-])[O-]. The product is CCN(CCCN(CCCNC(=O)OC(C)(C)C)C(=O)OC(C)(C)C)Cc1c2ccccc2cc2ccccc12. RXN SMILES: [C:4]([CH3:5])([CH3:6])([CH3:7])[O:8][C:9]([N:10]([CH2:11][CH2:12][CH2:13][NH:14][C:15](=[O:16])[O:17][C:18]([CH3:19])([CH3:20])[CH3:21])[CH2:22][CH2:23][CH2:24][NH:25][CH2:26][c:27]1[c:28]2[cH:29][cH:30][cH:31][cH:32][c:33]2[cH:34][c:35]2[cH:36][cH:37][cH:38][cH:39][c:40]12)=[O:41].[CH2:1]([CH3:2])[Br:3].[CH3:48][C:49]#[N:50].[K+:42].[K+:43].[O-:44][C:45]([O-:46])=[O:47]>>[CH2:1]([CH3:2])[N:25]([CH2:24][CH2:23][CH2:22][N:10]([C:9]([O:8][C:4]([CH3:5])([CH3:6])[CH3:7])=[O:41])[CH2:11][CH2:12][CH2:13][NH:14][C:15](=[O:16])[O:17][C:18]([CH3:19])([CH3:20])[CH3:21])[CH2:26][c:27]1[c:28]2[cH:29][cH:30][cH:31][cH:32][c:33]2[cH:34][c:35]2[cH:36][cH:37][cH:38][cH:39][c:40]12. Reactants: CCCC(=O)C(=CNc1ccc(O)cc1OC)C(=O)OCC, O=C(Cl)c1ccccc1, ClCCl, c1ccncc1. The product is CCCC(=O)C(=CNc1ccc(OC(=O)c2ccccc2)cc1OC)C(=O)OCC. RXN SMILES: [C:1]([CH2:2][CH2:3][CH3:4])(=[O:5])[C:6]([C:7](=[O:8])[O:9][CH2:10][CH3:11])=[CH:12][NH:13][c:14]1[c:15]([O:21][CH3:22])[cH:16][c:17]([OH:20])[cH:18][cH:19]1.[C:29]([c:30]1[cH:31][cH:32][cH:33][cH:34][cH:35]1)(=[O:36])[Cl:37].[Cl:38][CH2:39][Cl:40].[cH:23]1[cH:24][cH:25][n:26][cH:27][cH:28]1>>[C:1]([CH2:2][CH2:3][CH3:4])(=[O:5])[C:6]([C:7](=[O:8])[O:9][CH2:10][CH3:11])=[CH:12][NH:13][c:14]1[c:15]([O:21][CH3:22])[cH:16][c:17]([O:20][C:29]([c:30]2[cH:31][cH:32][cH:33][cH:34][cH:35]2)=[O:36])[cH:18][cH:19]1.